describe an organic reaction: reactants, conditions, products, and yield From a dataset of the Open Reaction Database (ORD), a public repository of structured organic reaction records. The reactants are CC1=C(C=CC=C1C)C(CC)=O (1-(2,3-dimethylphenyl)-1-propanone), C=O (paraformaldehyde), Cl.N1CCCC1 (pyrrolidine-hydrochloride), Cl (hydrochloric acid). Solvent: C(C)(C)O (isopropyl alcohol), O (water). The product is Cl.CC(C(=O)C1=C(C(=CC=C1)C)C)CN1CCCC1 (2-methyl-1-(2,3-dimethylphenyl)-3-pyrrolidino-1-propanone hydrochloride). Yield: 64.7%. RXN SMILES: [CH3:1][C:2]1[C:7]([CH3:8])=[CH:6][CH:5]=[CH:4][C:3]=1[C:9](=[O:12])[CH2:10][CH3:11].[CH2:13]=O.[ClH:15].[NH:16]1[CH2:20][CH2:19][CH2:18][CH2:17]1.Cl>C(O)(C)C.O>[ClH:15].[CH3:11][CH:10]([CH2:13][N:16]1[CH2:20][CH2:19][CH2:18][CH2:17]1)[C:9]([C:3]1[CH:4]=[CH:5][CH:6]=[C:7]([CH3:8])[C:2]=1[CH3:1])=[O:12] |f:2.3,7.8|. Procedure: A mixture of 1-(2,3-dimethylphenyl)-1-propanone (11.2 g), paraformaldehyde (2.70 g), pyrrolidine-hydrochloride (9.7g), and hydrochloric acid (0.5 ml) in isopropyl alcohol (15 ml) was refluxed for 8.5 hours. The reaction mixture was evaporated in vacuo to give the residue. The residue was dissolved in water and then washed with ethyl acetate. The aqueous layer was extracted with dichloromethane and then dried over anhydrous magnesium sulfate. The mixture was filtered and then the filtrate was eva... Starting materials: ClC=1N=C(C2=C(N1)SC(=C2)CN2CCN(CC2)S(=O)(=O)C)N2CCOCC2 (2-Chloro-6-(4-methanesulfonyl-piperazin-1-ylmethyl)-4-morpholin-4-yl-thieno[2,3-d]pyrimidine), C(=O)C=1C=C(C=CC1)B(O)O (3-formylphenylboronic acid). The product is CS(=O)(=O)N1CCN(CC1)CC1=CC2=C(N=C(N=C2N2CCOCC2)C=2C=C(C=O)C=CC2)S1 (3-[6-(4-methanesulfonyl-piperazin-1-ylmethyl)-4-morpholin-4-yl-thieno[2,3-d]pyrimidin-2-yl]-benzaldehyde). Reaction SMILES: Cl[C:2]1[N:3]=[C:4]([N:22]2[CH2:27][CH2:26][O:25][CH2:24][CH2:23]2)[C:5]2[CH:10]=[C:9]([CH2:11][N:12]3[CH2:17][CH2:16][N:15]([S:18]([CH3:21])(=[O:20])=[O:19])[CH2:14][CH2:13]3)[S:8][C:6]=2[N:7]=1.[CH:28]([C:30]1[CH:31]=[C:32](B(O)O)[CH:33]=[CH:34][CH:35]=1)=[O:29]>>[CH3:21][S:18]([N:15]1[CH2:16][CH2:17][N:12]([CH2:11][C:9]2[S:8][C:6]3[N:7]=[C:2]([C:34]4[CH:35]=[C:30]([CH:31]=[CH:32][CH:33]=4)[CH:28]=[O:29])[N:3]=[C:4]([N:22]4[CH2:27][CH2:26][O:25][CH2:24][CH2:23]4)[C:5]=3[CH:10]=2)[CH2:13][CH2:14]1)(=[O:20])=[O:19]. Procedure details: 2-Chloro-6-(4-methanesulfonyl-piperazin-1-ylmethyl)-4-morpholin-4-yl-thieno[2,3-d]pyrimidine was reacted with 3-formylphenylboronic acid in General Procedure A to yield 3-[6-(4-methanesulfonyl-piperazin-1-ylmethyl)-4-morpholin-4-yl-thieno[2,3-d]pyrimidin-2-yl]-benzaldehyde. Treatment of this aldehyde with sodium borohydride (2.5 equivalents) in ethanol yielded the desired compound. Starting materials: CCCCCC (hexane), C(C)(=O)OC(C)=O (Acetic anhydride), N1=CC=CC=C1 (pyridine), CC1=C(C=C(C(=C1)N)C)O (2,5-dimethy-4-aminophenol), C(C)(=O)OCC (ethyl acetate). Conditions: time 1 hour. The product is C(C)(=O)OC1=C(C=C(C(=C1)C)NC(C)=O)C (4-(acetylamino)-2,5-dimethylphenyl acetate). The yield is 95.0%. As a reaction SMILES: [C:1](OC(=O)C)(=[O:3])[CH3:2].N1C=CC=CC=1.[CH3:14][C:15]1[CH:20]=[C:19]([NH2:21])[C:18]([CH3:22])=[CH:17][C:16]=1[OH:23].CCCCCC.[C:30](OCC)(=[O:32])[CH3:31]>>[C:1]([O:23][C:16]1[CH:17]=[C:18]([CH3:22])[C:19]([NH:21][C:30](=[O:32])[CH3:31])=[CH:20][C:15]=1[CH3:14])(=[O:3])[CH3:2]. Procedure details: Acetic anhydride (0.894 ml, 9.48 mmol) and pyridine (1 ml) were added to a solution of 2,5-dimethy-4-aminophenol (500 mg, 3.64 mmol) in ethyl acetate (5 ml), and the resulting mixture was refluxed. After 1 hour, hexane (50 ml) was poured into the reaction solution and the crystals formed were filtered under reduced pressure and then dried to obtain 4-(acetylamino)-2,5-dimethylphenyl acetate (763 mg, 95%). Reactants: COC=1C=C(C=CC1[N+](=O)[O-])C#CCN1CCCCC1 (1-{3-[3-(methyloxy)-4-nitrophenyl]-2-propyn-1-yl}piperidine), Platinum(sulfided) carbon. Solvent: 1, CCOC(=O)C.CO (EtOAc MeOH). Run at time 8 hour. Product: COC1=C(N)C=CC(=C1)CCCN1CCCCC1 (2-(methyloxy)-4-[3-(1-piperidinyl)propyl]aniline). The yield is 59.4%. Reaction SMILES: [CH3:1][O:2][C:3]1[CH:4]=[C:5]([C:12]#[C:13][CH2:14][N:15]2[CH2:20][CH2:19][CH2:18][CH2:17][CH2:16]2)[CH:6]=[CH:7][C:8]=1[N+:9]([O-])=O>CCOC(C)=O.CO>[CH3:1][O:2][C:3]1[CH:4]=[C:5]([CH2:12][CH2:13][CH2:14][N:15]2[CH2:20][CH2:19][CH2:18][CH2:17][CH2:16]2)[CH:6]=[CH:7][C:8]=1[NH2:9] |f:1.2|. Procedure details: 1-{3-[3-(methyloxy)-4-nitrophenyl]-2-propyn-1-yl}piperidine (0.29 g, 1.06 mmol) was placed in a 40 mL high vial and dissolved in 10 mL of 1 to 1 EtOAc/MeOH. 5 wt % Platinum(sulfided)/carbon (0.284 g, 0.07 mmol) was added followed quickly by a screw cap septum. The vial was evacuated and filled with N2 six times to remove any oxygen. The vial was then pressurized with H2 (balloon). The solution stirred overnight. The next morning the vessel was evacuated and filled with N2 six times to remove any... Reactants: N#Cc1cccc(Oc2cccc(C(F)(F)F)c2)n1, CCOC(C)=O, Cl, O, O. Yields the product O=C(O)c1cccc(Oc2cccc(C(F)(F)F)c2)n1. As a reaction SMILES: [C:1](#[N:2])[c:3]1[n:4][c:5]([O:9][c:10]2[cH:11][c:12]([C:16]([F:17])([F:18])[F:19])[cH:13][cH:14][cH:15]2)[cH:6][cH:7][cH:8]1.[C:23]([O:24][CH2:25][CH3:26])(=[O:27])[CH3:28].[ClH:20].[OH2:21].[OH2:22]>>[C:1]([c:3]1[n:4][c:5]([O:9][c:10]2[cH:11][c:12]([C:16]([F:17])([F:18])[F:19])[cH:13][cH:14][cH:15]2)[cH:6][cH:7][cH:8]1)(=[O:21])[OH:22]. The reactants are COc1cccc2c1CC(NC(=O)OC(C)(C)C)CS2, O=C(O)C(F)(F)F. Yields the product COc1cccc2c1CC(N)CS2. As a reaction SMILES: [C:1]([O:2][C:3](=[O:4])[NH:8][CH:9]1[CH2:10][S:11][c:12]2[c:13]([c:15]([O:19][CH3:20])[cH:16][cH:17][cH:18]2)[CH2:14]1)([CH3:5])([CH3:6])[CH3:7].[OH:21][C:22]([C:23]([F:24])([F:25])[F:26])=[O:27]>>[NH2:8][CH:9]1[CH2:10][S:11][c:12]2[c:13]([c:15]([O:19][CH3:20])[cH:16][cH:17][cH:18]2)[CH2:14]1. Starting materials: O=C1CS[C@H]2N(C1C(=O)OC)C(C2N2C(C=1C(C2=O)=CC=CC1)=O)=O (Methyl 3-oxo-7-phthalimidocepham-4-carboxylate), [N+](=[N-])=C (diazomethane). Run in CCOCC (ether), O1CCOCC1 (dioxane). Reaction conditions: time 1 hour. The product is COC=1CS[C@H]2N(C1C(=O)OC)C(C2N2C(C=1C(C2=O)=CC=CC1)=O)=O (methyl 3-methoxy-7-phthalimido-3-cephem-4-carboxylate). RXN SMILES: [O:1]=[C:2]1[CH:7]([C:8]([O:10][CH3:11])=[O:9])[N:6]2[C:12](=[O:25])[CH:13]([N:14]3[C:18](=[O:19])[C:17]4=[CH:20][CH:21]=[CH:22][CH:23]=[C:16]4[C:15]3=[O:24])[C@H:5]2[S:4][CH2:3]1.[N+](=[CH2:28])=[N-]>O1CCOCC1.CCOCC>[CH3:28][O:1][C:2]1[CH2:3][S:4][C@@H:5]2[CH:13]([N:14]3[C:18](=[O:19])[C:17]4=[CH:20][CH:21]=[CH:22][CH:23]=[C:16]4[C:15]3=[O:24])[C:12](=[O:25])[N:6]2[C:7]=1[C:8]([O:10][CH3:11])=[O:9]. Procedure: Methyl 3-oxo-7-phthalimidocepham-4-carboxylate (b) thus prepared by above methods is dissolved in dioxane, mixed with a solution of diazomethane in ether, and stirred for 1 hour at room temperature. The reaction mixture is evaporated under reduced pressure to give methyl 3-methoxy-7-phthalimido-3-cephem-4-carboxylate in nearly quantitative yield. Recrystallization from a mixture of acetone and ether gives pure crystals, m.p. 225°-227° C.